Dataset: the Open Reaction Database (ORD), a public repository of structured organic reaction records. Task: describe an organic reaction: reactants, conditions, products, and yield Starting materials: NC=1C=C(C=CC1)C=1OC2=C(N1)C=CC=C2C(=O)O (2-(3-aminophenyl)benzoxazole-7-carboxylic acid), C1=CC2=C(C=C1C(=O)O)C(=O)OC2=O (1,2,4-benzenetricarboxylic anhydride). The product is C(=O)(O)C=1C=C2C(N(C(C2=CC1)=O)C=1C=C(C=CC1)C=1OC2=C(N1)C=CC=C2C(=O)O)=O (2-[3-(5-Carboxy-1,3-dioxo-1,3-dihydro-isoindol-2-yl)phenyl]benzoxazole-7-carboxylic acid). Reaction SMILES: [NH2:1][C:2]1[CH:3]=[C:4]([C:8]2[O:9][C:10]3[C:16]([C:17]([OH:19])=[O:18])=[CH:15][CH:14]=[CH:13][C:11]=3[N:12]=2)[CH:5]=[CH:6][CH:7]=1.[CH:20]1[C:25]([C:26]([OH:28])=[O:27])=[CH:24][C:23]2[C:29]([O:31][C:32](=O)[C:22]=2[CH:21]=1)=[O:30]>>[C:26]([C:25]1[CH:24]=[C:23]2[C:22](=[CH:21][CH:20]=1)[C:32](=[O:31])[N:1]([C:2]1[CH:3]=[C:4]([C:8]3[O:9][C:10]4[C:16]([C:17]([OH:19])=[O:18])=[CH:15][CH:14]=[CH:13][C:11]=4[N:12]=3)[CH:5]=[CH:6][CH:7]=1)[C:29]2=[O:30])([OH:28])=[O:27]. Reported procedure: Prepared by the method of Example 1b), from 2-(3-aminophenyl)benzoxazole-7-carboxylic acid (100 mg, 0.39 mmol) and 1,2,4-benzenetricarboxylic anhydride (75 mg, 0.39 mmol) the title compound was obtained, (148 mg, 32%). 1H NMR (DMSO) δ 8.50(m, 2H), 8.39(m, 2H), 8.17(m, 2H), 8.01(m, 1H), 7.88(m, 2H), 7.63(t, 1H). MS 429 m/z (M+H)+. Reactants: CCO, NC(Cc1c[nH]c2ccc(F)cc12)C(=O)O, O, O=S(=O)(O)O. As a reaction SMILES: [CH3:22][CH2:23][OH:24].[F:1][c:2]1[cH:3][cH:4][c:5]2[nH:6][cH:7][c:8]([CH2:9][CH:10]([NH2:11])[C:12](=[O:13])[OH:14])[c:15]2[cH:16]1.[OH2:25].[S:17](=[O:18])(=[O:19])([OH:20])[OH:21]>>[F:1][c:2]1[cH:3][cH:4][c:5]2[nH:6][c:7]3[c:8]([c:15]2[cH:16]1)[CH2:9][CH:10]([C:12](=[O:13])[OH:14])[NH:11][CH2:22]3. Product: O=C(O)C1Cc2c([nH]c3ccc(F)cc23)CN1.